Dataset: the Open Reaction Database (ORD), a public repository of structured organic reaction records. Task: describe an organic reaction: reactants, conditions, products, and yield Run in C(C)O (ethanol). Reported procedure: Methyl 4-(4-(4-cyclopropyl-1H-imidazol-1-yl)picolinamido)thiophene-2-carboxylate (380 mg, 1.0 mmol) was dissolved in ethanol, hydrazine hydrate (0.26 mL, 5.2 mmol) was added, and the reaction was refluxed overnight. The solvent was removed under reduced pressure, and the solids were suspended in acetonitrile and filtered to afford 380 mg of 4-(4-cyclopropyl-1H-imidazol-1-yl)-N-(5-(hydrazinecarbonyl)thiophen-3-yl)picolinamide as a white solid. M+1=369.1 Isolated yield 103.1%. Reactants: C1(CC1)C=1N=CN(C1)C1=CC(=NC=C1)C(=O)NC=1C=C(SC1)C(=O)OC (Methyl 4-(4-(4-cyclopropyl-1H-imidazol-1-yl)picolinamido)thiophene-2-carboxylate), O.NN (hydrazine hydrate). Reaction SMILES: [CH:1]1([C:4]2[N:5]=[CH:6][N:7]([C:9]3[CH:14]=[CH:13][N:12]=[C:11]([C:15]([NH:17][C:18]4[CH:19]=[C:20]([C:23](OC)=[O:24])[S:21][CH:22]=4)=[O:16])[CH:10]=3)[CH:8]=2)[CH2:3][CH2:2]1.O.[NH2:28][NH2:29]>C(O)C>[CH:1]1([C:4]2[N:5]=[CH:6][N:7]([C:9]3[CH:14]=[CH:13][N:12]=[C:11]([C:15]([NH:17][C:18]4[CH:19]=[C:20]([C:23]([NH:28][NH2:29])=[O:24])[S:21][CH:22]=4)=[O:16])[CH:10]=3)[CH:8]=2)[CH2:3][CH2:2]1 |f:1.2|. The product is C1(CC1)C=1N=CN(C1)C1=CC(=NC=C1)C(=O)NC1=CSC(=C1)C(=O)NN (4-(4-cyclopropyl-1H-imidazol-1-yl)-N-(5-(hydrazinecarbonyl)thiophen-3-yl)picolinamide). Starting materials: C(C1=CC=CC=C1)OC(NC=1C(=C2C(=NN(C2=CC1)C(C1=CC=CC=C1)(C1=CC=CC=C1)C1=CC=CC=C1)C1=CC2=CC=CC=C2C=C1)OC)=O ((4-methoxy-3-naphthalen-2-yl-1-trityl-1H-indazol-5-yl)-carbamic acid benzyl ester). Reagents/catalysts: [C].[Pd] (palladium-carbon). The solvent is C(C)(=O)OCC (ethyl acetate), CO (methanol). Product: COC1=C2C(=NN(C2=CC=C1N)C(C1=CC=CC=C1)(C1=CC=CC=C1)C1=CC=CC=C1)C1=CC2=CC=CC=C2C=C1 (4-Methoxy-3-naphthalen-2-yl-1-trityl-1H-indazol-5-ylamine). Isolated yield 67.7%. As a reaction SMILES: C(OC(=O)[NH:10][C:11]1[C:12]([O:49][CH3:50])=[C:13]2[C:17](=[CH:18][CH:19]=1)[N:16]([C:20]([C:33]1[CH:38]=[CH:37][CH:36]=[CH:35][CH:34]=1)([C:27]1[CH:32]=[CH:31][CH:30]=[CH:29][CH:28]=1)[C:21]1[CH:26]=[CH:25][CH:24]=[CH:23][CH:22]=1)[N:15]=[C:14]2[C:39]1[CH:48]=[CH:47][C:46]2[C:41](=[CH:42][CH:43]=[CH:44][CH:45]=2)[CH:40]=1)C1C=CC=CC=1>C(OCC)(=O)C.CO.[C].[Pd]>[CH3:50][O:49][C:12]1[C:11]([NH2:10])=[CH:19][CH:18]=[C:17]2[C:13]=1[C:14]([C:39]1[CH:48]=[CH:47][C:46]3[C:41](=[CH:42][CH:43]=[CH:44][CH:45]=3)[CH:40]=1)=[N:15][N:16]2[C:20]([C:21]1[CH:26]=[CH:25][CH:24]=[CH:23][CH:22]=1)([C:33]1[CH:38]=[CH:37][CH:36]=[CH:35][CH:34]=1)[C:27]1[CH:32]=[CH:31][CH:30]=[CH:29][CH:28]=1 |f:3.4|. Procedure details: 466 mg of (4-methoxy-3-naphthalen-2-yl-1-trityl-1H-indazol-5-yl)-carbamic acid benzyl ester obtained in Production Example II-38-a was dissolved in 20 ml of a 1:1 solvent mixture of ethyl acetate and methanol. 300 mg of 10% palladium-carbon was added and the mixture was subjected to catalytic hydrogenation at room temperature and normal atmospheric pressure. The reaction mixture was filtered through Celite, and the solvent was removed, to give 252 mg of the title compound. Starting materials: N1(CCOCC1)C1CCC(CC1)NC=1N=CN=C2SC=3CC[C@@H](C3C12)CC#N (2-[(3R)-12-[[4-(morpholin-4-yl)cyclohexyl]amino]-7-thia-9,11-diazatricyclo[6.4.0.0^[2,6]]dodeca-1(12),2(6),8,10-tetraen-3-yl]acetonitrile), LiOR.H2O, OO (H2O2). The solvent is CO (methanol), C(Cl)Cl (DCM). Run at time 2 hour. Product: N1(CCOCC1)C1CCC(CC1)NC=1N=CN=C2SC=3CC[C@@H](C3C12)CC(=O)N (2-[(3R)-12-[[4-(morpholin-4-yl)cyclohexyl]amino]-7-thia-9,11-diazatricyclo[6.4.0.0^[2,6]]dodeca-1(12),2(6),8,10-tetraen-3-yl]acetamide). Isolated yield 80.0%. Reaction SMILES: [N:1]1([CH:7]2[CH2:12][CH2:11][CH:10]([NH:13][C:14]3[N:15]=[CH:16][N:17]=[C:18]4[C:25]=3[C:24]3[C@@H:23]([CH2:26][C:27]#[N:28])[CH2:22][CH2:21][C:20]=3[S:19]4)[CH2:9][CH2:8]2)[CH2:6][CH2:5][O:4][CH2:3][CH2:2]1.[OH:29]O>CO.C(Cl)Cl>[N:1]1([CH:7]2[CH2:8][CH2:9][CH:10]([NH:13][C:14]3[N:15]=[CH:16][N:17]=[C:18]4[C:25]=3[C:24]3[C@@H:23]([CH2:26][C:27]([NH2:28])=[O:29])[CH2:22][CH2:21][C:20]=3[S:19]4)[CH2:11][CH2:12]2)[CH2:2][CH2:3][O:4][CH2:5][CH2:6]1. Procedure: To a solution of 2-[(3R)-12-[[4-(morpholin-4-yl)cyclohexyl]amino]-7-thia-9,11-diazatricyclo[6.4.0.0^[2,6]]dodeca-1(12),2(6),8,10-tetraen-3-yl]acetonitrile (120 mg, 0.30 mmol, 1.00 equiv) in methanol (8 mL) was added LiOR.H2O (37.8 mg, 0.90 mmol, 3.00 equiv) and H2O2 (30%, 0.5 mL) in an ice-water bath. The resulting solution was stirred for 2 h at room temperature and diluted with DCM (30 mL), washed with brine, dried over anhydrous sodium sulfate and concentrated under vacuum. The residue was ap... Starting materials: C(C)OC(=O)CC1N2CCC(C1)CC2 (2-ethoxycarbonylmethyl-quinuclidine), [H-].[Al+3].[Li+].[H-].[H-].[H-] (lithium aluminium hydride). Run in CCOCC (ether). The product is OCCC1N2CCC(C1)CC2 (2-hydroxyethylquinuclidine). Yield: 98.3%. Reaction SMILES: C([O:3][C:4]([CH2:6][CH:7]1[CH2:12][CH:11]2[CH2:13][CH2:14][N:8]1[CH2:9][CH2:10]2)=O)C.[H-].[Al+3].[Li+].[H-].[H-].[H-]>CCOCC>[OH:3][CH2:4][CH2:6][CH:7]1[CH2:12][CH:11]2[CH2:10][CH2:9][N:8]1[CH2:14][CH2:13]2 |f:1.2.3.4.5.6|. Procedure: 15.9 g of 2-ethoxycarbonylmethyl-quinuclidine were reduced with lithium aluminium hydride in the presence of ether under reflux to give 12.3 g of 2-hydroxyethylquinuclidine, m.p. 62°-64° C. The reactants are O=C(NCc1ccncc1)c1cc2ccnc(N(Cc3ccccc3)Cc3ccccc3)c2[nH]1, CCO, Cl, [H][H]. The product is O=C(NCc1ccncc1)c1cc2ccnc(NCc3ccccc3)c2[nH]1. RXN SMILES: [CH2:3]([c:4]1[cH:5][cH:6][cH:7][cH:8][cH:9]1)[N:10]([c:11]1[n:12][cH:13][cH:14][c:15]2[c:16]1[nH:17][c:18]([C:20](=[O:21])[NH:22][CH2:23][c:24]1[cH:25][cH:26][n:27][cH:28][cH:29]1)[cH:19]2)[CH2:30][c:31]1[cH:32][cH:33][cH:34][cH:35][cH:36]1.[CH3:38][CH2:39][OH:40].[ClH:37].[H:1][H:2]>>[CH2:3]([c:4]1[cH:5][cH:6][cH:7][cH:8][cH:9]1)[NH:10][c:11]1[n:12][cH:13][cH:14][c:15]2[c:16]1[nH:17][c:18]([C:20](=[O:21])[NH:22][CH2:23][c:24]1[cH:25][cH:26][n:27][cH:28][cH:29]1)[cH:19]2. Starting materials: CCOC(=O)c1ccc2c(c1)CC(C)(C)C(c1cc(F)cc(C3CCCCC3)c1)N2, CO, Cl, [Li+], C1CCOC1, [OH-], O, O. The product is CC1(C)Cc2cc(C(=O)O)ccc2NC1c1cc(F)cc(C2CCCCC2)c1. Reaction SMILES: [CH2:1]([CH3:2])[O:3][C:4](=[O:5])[c:6]1[cH:7][c:8]2[c:13]([cH:14][cH:15]1)[NH:12][CH:11]([c:16]1[cH:17][c:18]([CH:23]3[CH2:24][CH2:25][CH2:26][CH2:27][CH2:28]3)[cH:19][c:20]([F:22])[cH:21]1)[C:10]([CH3:29])([CH3:30])[CH2:9]2.[CH3:36][OH:37].[ClH:35].[Li+:33].[O:38]1[CH2:39][CH2:40][CH2:41][CH2:42]1.[OH-:32].[OH2:31].[OH2:34]>>[O:3]=[C:4]([OH:5])[c:6]1[cH:7][c:8]2[c:13]([cH:14][cH:15]1)[NH:12][CH:11]([c:16]1[cH:17][c:18]([CH:23]3[CH2:24][CH2:25][CH2:26][CH2:27][CH2:28]3)[cH:19][c:20]([F:22])[cH:21]1)[C:10]([CH3:29])([CH3:30])[CH2:9]2.